Dataset: the Open Reaction Database (ORD), a public repository of structured organic reaction records. Task: describe an organic reaction: reactants, conditions, products, and yield Starting materials: NC=1C(=CC2=C(OCO2)C1)C=O (6-amino-1,3-benzodioxole 5-carbaldehyde), FC1=C(C(=CC=C1)OC)CCC#N (3-(2-fluoro-6-methoxyphenyl)propionitrile). Product: FC1=C(CC=2C(=NC=3C=C4C(=CC3C2)OCO4)N)C(=CC=C1)OC (7-(2-Fluoro-6-methoxybenzyl)[1.3]dioxolo[4.5-g]quinolin-6-amine). Reaction SMILES: [NH2:1][C:2]1[C:3]([CH:11]=O)=[CH:4][C:5]2[O:9][CH2:8][O:7][C:6]=2[CH:10]=1.[F:13][C:14]1[CH:19]=[CH:18][CH:17]=[C:16]([O:20][CH3:21])[C:15]=1[CH2:22][CH2:23][C:24]#[N:25]>>[F:13][C:14]1[CH:19]=[CH:18][CH:17]=[C:16]([O:20][CH3:21])[C:15]=1[CH2:22][C:23]1[C:24]([NH2:25])=[N:1][C:2]2[CH:10]=[C:6]3[O:7][CH2:8][O:9][C:5]3=[CH:4][C:3]=2[CH:11]=1. Reported procedure: The title compound was synthesized according to EXAMPLE 11 from 6-amino-1,3-benzodioxole 5-carbaldehyde and 3-(2-fluoro-6-methoxyphenyl)propionitrile. The reactants are O=C([O-])[O-], Clc1ncc(Cl)c(Cl)n1, [K+], [K+], N#CCCc1cccc(N)c1, CN(C)C=O, O. The product is N#CCCc1cccc(Nc2nc(Cl)ncc2Cl)c1. RXN SMILES: [C:21](=[O:22])([O-:23])[O-:24].[Cl:12][c:13]1[n:14][cH:15][c:16]([Cl:20])[c:17]([Cl:19])[n:18]1.[K+:25].[K+:26].[NH2:1][c:2]1[cH:3][c:4]([CH2:8][CH2:9][C:10]#[N:11])[cH:5][cH:6][cH:7]1.[O:27]=[CH:28][N:29]([CH3:30])[CH3:31].[OH2:32]>>[NH:1]([c:2]1[cH:3][c:4]([CH2:8][CH2:9][C:10]#[N:11])[cH:5][cH:6][cH:7]1)[c:17]1[c:16]([Cl:20])[cH:15][n:14][c:13]([Cl:12])[n:18]1.